Dataset: the Open Reaction Database (ORD), a public repository of structured organic reaction records. Task: describe an organic reaction: reactants, conditions, products, and yield Yields the product CCN(CCCCOc1ccc2c(-c3ccc(Br)cc3)nsc2c1)CCO[Si](C)(C)C(C)(C)C. Reactants: CCN(CCO)CCCCOc1ccc2c(-c3ccc(Br)cc3)nsc2c1, CC(C)(C)[Si](C)(C)Cl, [Na+], O=C([O-])O, CN(C)C=O, c1c[nH]cn1. RXN SMILES: [Br:1][c:2]1[cH:3][cH:4][c:5](-[c:8]2[n:9][s:10][c:11]3[c:12]2[cH:13][cH:14][c:15]([O:17][CH2:18][CH2:19][CH2:20][CH2:21][N:22]([CH2:23][CH2:24][OH:25])[CH2:26][CH3:27])[cH:16]3)[cH:6][cH:7]1.[C:33]([CH3:34])([CH3:35])([CH3:36])[Si:37]([Cl:38])([CH3:39])[CH3:40].[Na+:45].[O-:41][C:42]([OH:43])=[O:44].[O:46]=[CH:47][N:48]([CH3:49])[CH3:50].[nH:28]1[cH:29][cH:30][n:31][cH:32]1>>[Br:1][c:2]1[cH:3][cH:4][c:5](-[c:8]2[n:9][s:10][c:11]3[c:12]2[cH:13][cH:14][c:15]([O:17][CH2:18][CH2:19][CH2:20][CH2:21][N:22]([CH2:23][CH2:24][O:25][Si:37]([C:33]([CH3:34])([CH3:35])[CH3:36])([CH3:39])[CH3:40])[CH2:26][CH3:27])[cH:16]3)[cH:6][cH:7]1.